This data is from the Open Reaction Database (ORD), a public repository of structured organic reaction records. The task is: describe an organic reaction: reactants, conditions, products, and yield Reactants: CCOC(=O)c1nn(CC)cc1C, CCO, Cl, [Na+], [OH-], O. The product is CCn1cc(C)c(C(=O)O)n1. As a reaction SMILES: [CH2:1]([CH3:2])[n:3]1[n:4][c:5]([C:9](=[O:10])[O:11][CH2:12][CH3:13])[c:6]([CH3:8])[cH:7]1.[CH3:16][CH2:17][OH:18].[ClH:19].[Na+:15].[OH-:14].[OH2:20]>>[CH2:1]([CH3:2])[n:3]1[n:4][c:5]([C:9](=[O:10])[OH:11])[c:6]([CH3:8])[cH:7]1. The reactants are CO, COC(=O)C(=Cc1nccs1)NC(=O)c1ccc(C(=O)NCc2cccc(O)c2)cc1Br, [Na+], C1CCOC1, [OH-]. Product: O=C(O)C(=Cc1nccs1)NC(=O)c1ccc(C(=O)NCc2cccc(O)c2)cc1Br. Reaction SMILES: [CH3:35][OH:36].[CH3:3][O:4][C:5]([C:6](=[CH:7][c:8]1[s:9][cH:10][cH:11][n:12]1)[NH:13][C:14]([c:15]1[c:16]([Br:32])[cH:17][c:18]([C:21](=[O:22])[NH:23][CH2:24][c:25]2[cH:26][c:27]([OH:31])[cH:28][cH:29][cH:30]2)[cH:19][cH:20]1)=[O:33])=[O:34].[Na+:2].[O:37]1[CH2:38][CH2:39][CH2:40][CH2:41]1.[OH-:1]>>[O:4]=[C:5]([C:6](=[CH:7][c:8]1[s:9][cH:10][cH:11][n:12]1)[NH:13][C:14]([c:15]1[c:16]([Br:32])[cH:17][c:18]([C:21](=[O:22])[NH:23][CH2:24][c:25]2[cH:26][c:27]([OH:31])[cH:28][cH:29][cH:30]2)[cH:19][cH:20]1)=[O:33])[OH:34]. Reactants: C1(=CC=CC=C1)S(=O)(=O)C1=NNC2=CC=C(C=C12)OCCOS(=O)(=O)C1=CC=C(C=C1)C (toluene-4-sulfonic acid 2-(3-benzenesulfonyl-1H-indazol-5-yloxy)-ethyl ester), C(C)(C)N (isopropylamine), C(C)(C)N (isopropyl amine). Solvent: C1CCOC1 (THF). Conditions: temperature 80 celsius, time 6 hour. The product is C1(=CC=CC=C1)S(=O)(=O)C1=NNC2=CC=C(C=C12)OCCNC(C)C ([2-(3-benzenesulfonyl-1H-indazol-5-yloxy)-ethyl]-isopropyl-amine). As a reaction SMILES: [C:1]1([S:7]([C:10]2[C:18]3[C:13](=[CH:14][CH:15]=[C:16]([O:19][CH2:20][CH2:21]OS(C4C=CC(C)=CC=4)(=O)=O)[CH:17]=3)[NH:12][N:11]=2)(=[O:9])=[O:8])[CH:6]=[CH:5][CH:4]=[CH:3][CH:2]=1.[CH:33]([NH2:36])([CH3:35])[CH3:34]>C1COCC1>[C:1]1([S:7]([C:10]2[C:18]3[C:13](=[CH:14][CH:15]=[C:16]([O:19][CH2:20][CH2:21][NH:36][CH:33]([CH3:35])[CH3:34])[CH:17]=3)[NH:12][N:11]=2)(=[O:8])=[O:9])[CH:6]=[CH:5][CH:4]=[CH:3][CH:2]=1. Procedure details: A solution of toluene-4-sulfonic acid 2-(3-benzenesulfonyl-1H-indazol-5-yloxy)-ethyl ester (0.378 g, 0.800 mmol) and isopropylamine (1.0 mL, 12 mmol) in THF (8 mL) was stirred at 70° C. for 6 hours in a sealed tube. Additional isopropyl amine (1.0 mL, 12 mmol) was added, and the reaction mixture was stirred at 80° C. for 6 hours in a sealed tube. After cooling somewhat, the reaction mixture was solvent evaporated and partitioned in ethyl acetate and aqueous sodium bicarbonate. The organic phase ... The reactants are C(C)(=O)O[C@@H]1C[C@@]23[C@@H]([C@H]([C@H]4[C@@H]5[C@H]6[C@@H](C7([C@@]5(C)CC[C@@H]4[C@]2(CC1)C)OCCO7)C6)Cl)O3 (3β-acetoxy-7α-chloro-5β,6β-epoxy-17,17-ethylenedioxy-15β,16β-methylene-5β-androstane), O (water). Reagents/catalysts: [Zn] (zinc). Run in C(C)(=O)O (acetic acid), O1CCCC1 (tetrahydrofuran). Conditions: temperature 80 celsius, time 1.5 hour. Product: C(C)(=O)O[C@@H]1C[C@]2(C=C[C@H]3[C@@H]4C5[C@@H](C([C@@]4(C)CC[C@@H]3[C@]2(CC1)C)=O)C5)O (3β-acetoxy-5-hydroxy-15,16β-methylene-5β-androst-6-en-17-one). The yield is 80.1%. Reaction SMILES: [C:1]([O:4][C@H:5]1[CH2:22][CH2:21][C@@:20]2([CH3:23])[C@@:7]3([O:30][C@@H:8]3[C@@H:9](Cl)[C@@H:10]3[C@@H:19]2[CH2:18][CH2:17][C@@:15]2([CH3:16])[C@H:11]3[C@@H:12]3[CH2:28][C@@H:13]3[C:14]32OCC[O:24]3)[CH2:6]1)(=[O:3])[CH3:2].O>O1CCCC1.C(O)(=O)C.[Zn]>[C:1]([O:4][C@H:5]1[CH2:22][CH2:21][C@@:20]2([CH3:23])[C@:7]([OH:30])([CH:8]=[CH:9][C@@H:10]3[C@@H:19]2[CH2:18][CH2:17][C@@:15]2([CH3:16])[C@H:11]3[CH:12]3[CH2:28][C@@H:13]3[C:14]2=[O:24])[CH2:6]1)(=[O:3])[CH3:2]. Procedure: A solution of 21 g of 3β-acetoxy-7α-chloro-5β,6β-epoxy-17,17-ethylenedioxy-15β,16β-methylene-5β-androstane in 105 ml of tetrahydrofuran, 105 ml of acetic acid, and 27 ml of water is combined with 63 g of zinc dust and stirred for 1.5 hours at 80° C. The mixture is then decanted off from the zinc, washed with methylene chloride, and the organic phase is washed with sodium bicarbonate solution and water. After drying and evaporation, the residue is chromatographed on silica gel, thus obtaining 13....